From a dataset of the Open Reaction Database (ORD), a public repository of structured organic reaction records. describe an organic reaction: reactants, conditions, products, and yield Reactants: NN (hydrazine), O=C1N(C(C2=CC=CC=C12)=O)OCC=1N(C2=C(C=3N(C(=C2C)C)N=NN3)N1)CCCCNC(C1=CC=CC=C1)=O (N-[4-(8-{[(1,3-dioxo-1,3-dihydro-2H-isoindol-2-yl)oxy]methyl}-5,6-dimethyl-7H-imidazo[4,5-c]tetraazolo[1,5-a]pyridin-7-yl)butyl]benzamide). Run in C(C)O (ethanol). Run at temperature 0 celsius, time 8 hour. Yields the product oxime, C(C)=NOCC=1N(C2=C(C=3N(C(=C2C)C)N=NN3)N1)CCCCNC(C1=CC=CC=C1)=O (N-{4-[8-({[ethylideneamino]oxy}methyl)-5,6-dimethyl-7H-imidazo[4,5-c]tetraazolo[1,5-a]pyridin-7-yl]butyl}benzamide). RXN SMILES: NN.O=[C:4]1[C:12]2C(=CC=CC=2)C(=O)[N:5]1[O:14][CH2:15][C:16]1[N:17]([CH2:30][CH2:31][CH2:32][CH2:33][NH:34][C:35](=[O:42])[C:36]2[CH:41]=[CH:40][CH:39]=[CH:38][CH:37]=2)[C:18]2[C:23]([CH3:24])=[C:22]([CH3:25])[N:21]3[N:26]=[N:27][N:28]=[C:20]3[C:19]=2[N:29]=1>C(O)C>[CH:4](=[N:5][O:14][CH2:15][C:16]1[N:17]([CH2:30][CH2:31][CH2:32][CH2:33][NH:34][C:35](=[O:42])[C:36]2[CH:41]=[CH:40][CH:39]=[CH:38][CH:37]=2)[C:18]2[C:23]([CH3:24])=[C:22]([CH3:25])[N:21]3[N:26]=[N:27][N:28]=[C:20]3[C:19]=2[N:29]=1)[CH3:12]. Procedure details: Anhydrous hydrazine (0.481 mL, 15.3 mmol) was added, to a stirred suspension of N-[4-(8-{[(1,3-dioxo-1,3-dihydro-2H-isoindol-2-yl)oxy]methyl}-5,6-dimethyl-7H-imidazo[4,5-c]tetraazolo[1,5-a]pyridin-7-yl)butyl]benzamide (prepared as described in Part B of Example 89, 2.86 g, 5.11 mmol) in ethanol (50 mL). The reaction was stirred overnight and then was concentrated under reduced pressure. Methanol (25 mL) was added and the mixture was cooled to 0° C. Acetaldehyde (2.9 mL) was added and the reactio... Reactants: aqueous solution, C([O-])([O-])=O.[Na+].[Na+] (sodium carbonate), C(C)(C)(C)OC(NC=1C(=NN2C1SC(=C2Br)SC)C)=O (tert-butyl[3-bromo-6-methyl-2-(methylthio)pyrazolo[5,1-b][1,3]thiazol-7-yl]carbamate), C1(=CC=CC=C1)C (toluene), COC1=C(C(=CC(=C1)COC)OC)OB(O)O (2,6-dimethoxy-4-(methoxymethyl)phenylboric acid). Reagents/catalysts: C=1C=CC(=CC1)[P](C=2C=CC=CC2)(C=3C=CC=CC3)[Pd]([P](C=4C=CC=CC4)(C=5C=CC=CC5)C=6C=CC=CC6)([P](C=7C=CC=CC7)(C=8C=CC=CC8)C=9C=CC=CC9)[P](C=1C=CC=CC1)(C=1C=CC=CC1)C=1C=CC=CC1 (tetrakis(triphenylphosphine)palladium). Solvent: O (Water), C(C)O (ethanol), C(C)(=O)OCC (ethyl acetate). Reaction conditions: temperature 110 celsius. The product is C(C)(C)(C)OC(NC=1C(=NN2C1SC(=C2C2=C(C=C(C=C2OC)COC)OC)SC)C)=O (tert-Butyl[3-[2,6-dimethoxy-4-(methoxymethyl)phenyl]-6-methyl-2-(methylthio)pyrazolo[5,1-b][1,3]thiazol-7-yl]carbamate). Yield: 91.3%. Reaction SMILES: [C:1]([O:5][C:6](=[O:20])[NH:7][C:8]1[C:9]([CH3:19])=[N:10][N:11]2[C:15](Br)=[C:14]([S:17][CH3:18])[S:13][C:12]=12)([CH3:4])([CH3:3])[CH3:2].C1(C)C=CC=CC=1.[CH3:28][O:29][C:30]1[CH:35]=[C:34]([CH2:36][O:37][CH3:38])[CH:33]=[C:32]([O:39][CH3:40])[C:31]=1OB(O)O.C(=O)([O-])[O-].[Na+].[Na+]>C1C=CC([P]([Pd]([P](C2C=CC=CC=2)(C2C=CC=CC=2)C2C=CC=CC=2)([P](C2C=CC=CC=2)(C2C=CC=CC=2)C2C=CC=CC=2)[P](C2C=CC=CC=2)(C2C=CC=CC=2)C2C=CC=CC=2)(C2C=CC=CC=2)C2C=CC=CC=2)=CC=1.C(OCC)(=O)C.O.C(O)C>[C:1]([O:5][C:6](=[O:20])[NH:7][C:8]1[C:9]([CH3:19])=[N:10][N:11]2[C:15]([C:31]3[C:32]([O:39][CH3:40])=[CH:33][C:34]([CH2:36][O:37][CH3:38])=[CH:35][C:30]=3[O:29][CH3:28])=[C:14]([S:17][CH3:18])[S:13][C:12]=12)([CH3:4])([CH3:3])[CH3:2] |f:3.4.5,^1:54,56,75,94|. Reported procedure: To a mixture of tert-butyl[3-bromo-6-methyl-2-(methylthio)pyrazolo[5,1-b][1,3]thiazol-7-yl]carbamate (397 mg, 1.03 mmol), toluene (6.8 mL) and ethanol (3.4 mL) were added 2,6-dimethoxy-4-(methoxymethyl)phenylboric acid (349 mg, 1.55 mmol) synthesized by the method described in WO2004/037822, a 1M aqueous solution of sodium carbonate (2.06 mL, 2.06 mmol) and tetrakis(triphenylphosphine)palladium (119 mg, 0.10 mmol) in this order, and the mixture was heated to reflux at 110° C. for three hours. Wa... The reactants are ClC1=CC=C(C=C1)SC1=CC=C(OC(C(=O)O)(C)C)C=C1 (p-(p-chlorophenylthio)-phenoxy-isobutyric acid), S(=O)(Cl)Cl (thionyl chloride). Solvent: C1=CC=CC=C1 (benzene). Yields the product ClC1=CC=C(C=C1)SC1=CC=C(OC(C(=O)Cl)(C)C)C=C1 (p-(p-Chlorophenylthio)-phenoxy-isobutyroyl chloride). Reaction SMILES: [Cl:1][C:2]1[CH:7]=[CH:6][C:5]([S:8][C:9]2[CH:21]=[CH:20][C:12]([O:13][C:14]([CH3:19])([CH3:18])[C:15](O)=[O:16])=[CH:11][CH:10]=2)=[CH:4][CH:3]=1.S(Cl)([Cl:24])=O>C1C=CC=CC=1>[Cl:1][C:2]1[CH:7]=[CH:6][C:5]([S:8][C:9]2[CH:21]=[CH:20][C:12]([O:13][C:14]([CH3:19])([CH3:18])[C:15]([Cl:24])=[O:16])=[CH:11][CH:10]=2)=[CH:4][CH:3]=1. Reported procedure: A mixture of 15 g (0.0465 mol) of p-(p-chlorophenylthio)-phenoxy-isobutyric acid (CRL 40,201) and of 16.75 ml (0.232 mol) of thionyl chloride is heated to the reflux temperature for 10 minutes. After having taken up the reaction mixture in benzene, filtered the solution in the presence of charcoal and evaporated the solvent, 16 g of an orange-coloured oil are obtained.